This data is from the Open Reaction Database (ORD), a public repository of structured organic reaction records. The task is: describe an organic reaction: reactants, conditions, products, and yield The reactants are CCO, CCCCCC, CCO, CCOC(=O)CCN(C)C(=O)c1ccc(NC(c2sc3ccccc3c2C)C2CCCC2)cc1, [Na+], C1CCOC1, [OH-]. The product is Cc1c(C(Nc2ccc(C(=O)N(C)CCC(=O)O)cc2)C2CCCC2)sc2ccccc12. RXN SMILES: [CH2:35]([OH:36])[CH3:37].[CH3:38][CH2:39][CH2:40][CH2:41][CH2:42][CH3:43].[CH3:44][CH2:45][OH:46].[CH:1]1([CH:6]([c:7]2[s:8][c:9]3[c:10]([c:11]2[CH3:12])[cH:13][cH:14][cH:15][cH:16]3)[NH:17][c:18]2[cH:19][cH:20][c:21]([C:24](=[O:25])[N:26]([CH2:27][CH2:28][C:29](=[O:30])[O:31][CH2:32][CH3:33])[CH3:34])[cH:22][cH:23]2)[CH2:2][CH2:3][CH2:4][CH2:5]1.[Na+:48].[O:49]1[CH2:50][CH2:51][CH2:52][CH2:53]1.[OH-:47]>>[CH:1]1([CH:6]([c:7]2[s:8][c:9]3[c:10]([c:11]2[CH3:12])[cH:13][cH:14][cH:15][cH:16]3)[NH:17][c:18]2[cH:19][cH:20][c:21]([C:24](=[O:25])[N:26]([CH2:27][CH2:28][C:29](=[O:30])[OH:31])[CH3:34])[cH:22][cH:23]2)[CH2:2][CH2:3][CH2:4][CH2:5]1.